This data is from the Open Reaction Database (ORD), a public repository of structured organic reaction records. The task is: describe an organic reaction: reactants, conditions, products, and yield Starting materials: O=C([O-])[O-], CCOC(C)=O, NS(=O)(=O)c1cccc2c1OCO2, CCCCCC, Cc1cc(C)n(CCl)n1, Cl, [Cs+], [Cs+], CN(C)C=O. Product: NS(=O)(=O)c1cccc2c1OCO2, Cc1cc(C)n(C)n1. As a reaction SMILES: [C:14](=[O:15])([O-:16])[O-:17].[C:36]([O:37][CH2:38][CH3:39])(=[O:40])[CH3:41].[CH2:1]1[O:2][c:3]2[c:4]([S:10](=[O:11])(=[O:12])[NH2:13])[cH:5][cH:6][cH:7][c:8]2[O:9]1.[CH3:30][CH2:31][CH2:32][CH2:33][CH2:34][CH3:35].[Cl:21][CH2:22][n:23]1[n:24][c:25]([CH3:29])[cH:26][c:27]1[CH3:28].[ClH:20].[Cs+:18].[Cs+:19].[O:42]=[CH:43][N:44]([CH3:45])[CH3:46]>>[CH2:1]1[O:2][c:3]2[c:4]([S:10](=[O:11])(=[O:12])[NH2:13])[cH:5][cH:6][cH:7][c:8]2[O:9]1.[CH3:22][n:23]1[n:24][c:25]([CH3:29])[cH:26][c:27]1[CH3:28].